Dataset: the Open Reaction Database (ORD), a public repository of structured organic reaction records. Task: describe an organic reaction: reactants, conditions, products, and yield Starting materials: COC1=C2C[C@@H]3[C@H](OCCN3)CC2=CC=C1 (trans-3,4,4a,5,10,10a-hexahydro-6-methoxy-2H-naphth[2,3-b]-1,4-oxazine), C=O (formalin), [H][H] (hydrogen). The reagents and catalysts are [Pd] (palladium on charcoal). Solvent: CO (methanol), CO (methanol). Reaction conditions: time 6 hour. The product is COC1=C2C[C@@H]3[C@H](OCCN3C)CC2=CC=C1 (Trans-3,4,4a,5,10,10a-hexahydro-6-methoxy-4-methyl-2H-naphth[2,3-b]-1,4-oxazine). Reaction SMILES: [CH3:1][O:2][C:3]1[CH:16]=[CH:15][CH:14]=[C:13]2[C:4]=1[CH2:5][C@H:6]1[NH:11][CH2:10][CH2:9][O:8][C@@H:7]1[CH2:12]2.[CH2:17]=O.[H][H]>[Pd].CO>[CH3:1][O:2][C:3]1[CH:16]=[CH:15][CH:14]=[C:13]2[C:4]=1[CH2:5][C@H:6]1[N:11]([CH3:17])[CH2:10][CH2:9][O:8][C@@H:7]1[CH2:12]2. Procedure details: 2 g of palladium on charcoal (10%) are suspended in 100 ml of methanol. To this are added 4.82 g (0.022M) of trans-3,4,4a,5,10,10a-hexahydro-6-methoxy-2H-naphth[2,3-b]-1,4-oxazine and 23.65 ml of formalin (37%), both dissolved in a total of 200 ml of methanol. The mixture is subsequently hydrogenated at 20°, at 1.2 bar hydrogen pressure. After 6 hours, the reaction mixture is filtered through a Hyflo suction filter, washed with 100 ml of methylene chloride, and the filtrate is concentrated by ev...